Dataset: the Open Reaction Database (ORD), a public repository of structured organic reaction records. Task: describe an organic reaction: reactants, conditions, products, and yield Reactants: ClC1=C(C=C(C=C1)C1=CC=C(O1)CC(C)N)C(F)(F)F (1-(5-(4-chloro-3-(trifluoromethyl)phenyl)furan-2-yl)propan-2-amine), C(C)(C)(C)C1=NNC(=C1)C(=O)O (3-tert-butyl-1H-pyrazole-5-carboxylic acid), C=1C=CC2=C(C1)N=NN2O (HOBt), CCN(C(C)C)C(C)C (DIPEA), CCN=C=NCCCN(C)C (EDCI). Yields the product C(C)(C)(C)C1=NNC(=C1)C(=O)NC(CC=1OC(=CC1)C1=CC(=C(C=C1)Cl)C(F)(F)F)C (3-tert-butyl-N-(1-(5-(4-chloro-3-(trifluoromethyl)phenyl)furan-2-yl)propan-2-yl)-1H-pyrazole-5-carboxamide). Yield: 92.3%. RXN SMILES: [Cl:1][C:2]1[CH:7]=[CH:6][C:5]([C:8]2[O:12][C:11]([CH2:13][CH:14]([NH2:16])[CH3:15])=[CH:10][CH:9]=2)=[CH:4][C:3]=1[C:17]([F:20])([F:19])[F:18].[C:21]([C:25]1[CH:29]=[C:28]([C:30](O)=[O:31])[NH:27][N:26]=1)([CH3:24])([CH3:23])[CH3:22].C1C=CC2N(O)N=NC=2C=1.CCN(C(C)C)C(C)C.CCN=C=NCCCN(C)C>>[C:21]([C:25]1[CH:29]=[C:28]([C:30]([NH:16][CH:14]([CH3:15])[CH2:13][C:11]2[O:12][C:8]([C:5]3[CH:6]=[CH:7][C:2]([Cl:1])=[C:3]([C:17]([F:20])([F:18])[F:19])[CH:4]=3)=[CH:9][CH:10]=2)=[O:31])[NH:27][N:26]=1)([CH3:24])([CH3:22])[CH3:23]. Reported procedure: 3-tert-butyl-N-(1-(5-(4-chloro-3-(trifluoromethyl)phenyl)furan-2-yl)propan-2-yl)-1H-pyrazole-5-carboxamide was prepared from 1-(5-(4-chloro-3-(trifluoromethyl)phenyl)furan-2-yl)propan-2-amine (0.500 g, 1.651 mmol), 3-tert-butyl-1H-pyrazole-5-carboxylic acid (0.306 g, 1.817 mmol), HOBt (0.246 g, 1.817 mmol), DIPEA (0.576 ml, 3.303 mmol) and EDCI (0.349 g, 1.817 mmol) using the method of Example 1(d) producing 0.692 g of the title compound. 1H-NMR (400 MHz; d6-DMSO): δ 1.19 (d, 3H), 1.26 (s, 9H), ... Starting materials: CCOC(=O)c1ccc(N(C)c2ccc3c(c2)C(C)(C)CC=C3C)cc1, CC1=CCC(C)(C)c2cc(N(C)c3ccc(C(=O)O)cc3)ccc21, CCO, [K+], [OH-]. Product: CCOC(=O)c1ccc(Nc2ccc3c(c2)C(C)(C)CC=C3C)cc1. RXN SMILES: [CH2:25]([CH3:26])[O:27][C:28]([c:29]1[cH:30][cH:31][c:32]([N:35]([c:36]2[cH:37][c:38]3[c:43]([cH:44][cH:45]2)[C:42]([CH3:46])=[CH:41][CH2:40][C:39]3([CH3:47])[CH3:48])[CH3:49])[cH:33][cH:34]1)=[O:50].[CH3:1][N:2]([c:3]1[cH:4][cH:5][c:6]2[c:14]([cH:15]1)[C:11]([CH3:12])([CH3:13])[CH2:10][CH:9]=[C:7]2[CH3:8])[c:16]1[cH:17][cH:18][c:19]([C:20]([OH:21])=[O:22])[cH:23][cH:24]1.[CH3:53][CH2:54][OH:55].[K+:52].[OH-:51]>>[CH2:25]([CH3:26])[O:27][C:28]([c:29]1[cH:30][cH:31][c:32]([NH:35][c:36]2[cH:37][c:38]3[c:43]([cH:44][cH:45]2)[C:42]([CH3:46])=[CH:41][CH2:40][C:39]3([CH3:47])[CH3:48])[cH:33][cH:34]1)=[O:50]. Reactants: N1C=CC2=CC=CC=C12 (indole), [OH-].[Na+] (sodium hydroxide), C(C)C1=CC=C(C=O)C=C1 (4-ethylbenzaldehyde), O (water). The solvent is CO (methanol), CO (methanol). Run at time 3 day. The product is C(C)C1=CC=C(C=C1)C(O)C1=CNC2=CC=CC=C12 (4-ethylphenyl-(1H-indol-3-yl)methanol). Isolated yield 16.3%. As a reaction SMILES: [NH:1]1[C:9]2[C:4](=[CH:5][CH:6]=[CH:7][CH:8]=2)[CH:3]=[CH:2]1.[OH-].[Na+].[CH2:12]([C:14]1[CH:21]=[CH:20][C:17]([CH:18]=[O:19])=[CH:16][CH:15]=1)[CH3:13].O>CO>[CH2:12]([C:14]1[CH:21]=[CH:20][C:17]([CH:18]([C:3]2[C:4]3[C:9](=[CH:8][CH:7]=[CH:6][CH:5]=3)[NH:1][CH:2]=2)[OH:19])=[CH:16][CH:15]=1)[CH3:13] |f:1.2|. Reported procedure: To a solution of indole (6.00 g) in methanol (60 ml) were added sodium hydroxide (2.25 g) and 4-ethylbenzaldehyde (7.56 g), and the mixture was stirred at room temperature for 3 days under argon atmosphere. Added thereto was water, and methanol was evaporated under reduced pressure. The residue was extracted with diethyl ether, and the extract was washed with water, and dried over magnesium sulfate. The solvent was evaporated under reduced pressure and the residue was purified by silica gel colu... Starting materials: ClC(Cl)Cl, OCc1ccc(CSc2ccccc2)cc1. Product: O=Cc1ccc(CSc2ccccc2)cc1. As a reaction SMILES: [CH:17]([Cl:18])([Cl:19])[Cl:20].[c:1]1([S:7][CH2:8][c:9]2[cH:10][cH:11][c:12]([CH2:15][OH:16])[cH:13][cH:14]2)[cH:2][cH:3][cH:4][cH:5][cH:6]1>>[c:1]1([S:7][CH2:8][c:9]2[cH:10][cH:11][c:12]([CH:15]=[O:16])[cH:13][cH:14]2)[cH:2][cH:3][cH:4][cH:5][cH:6]1.